describe an organic reaction: reactants, conditions, products, and yield From a dataset of the Open Reaction Database (ORD), a public repository of structured organic reaction records. Starting materials: C(C)I (ethyl iodide), C([O-])([O-])=O.[Ca+2] (calcium carbonate), C(C)#N (acetonitrile), ClC=1C=C(C(C)(C)N2C(C(=C(C2)C)C2=CC=CC=C2)=O)C=C(C1O)Cl (1-(3,5-dichloro-4-hydroxy-α,α-dimethylbenzyl)-4-methyl-3-phenyl-3-pyrrolin-2-one). Solvent: O (water). Product: ClC=1C=C(C(C)(C)N2C(C(=C(C2)C)C2=CC=CC=C2)=O)C=C(C1OCC)Cl (1-(3,5-dichloro-4-ethoxy-α,α-dimethylbenzyl)-4-methyl-3-phenyl-3-pyrrolin-2-one). The yield is 90.7%. RXN SMILES: [CH2:1](I)[CH3:2].C(=O)([O-])[O-].[Ca+2].C(#N)C.[Cl:12][C:13]1[CH:14]=[C:15]([CH:32]=[C:33]([Cl:36])[C:34]=1[OH:35])[C:16]([N:19]1[CH2:23][C:22]([CH3:24])=[C:21]([C:25]2[CH:30]=[CH:29][CH:28]=[CH:27][CH:26]=2)[C:20]1=[O:31])([CH3:18])[CH3:17]>O>[Cl:12][C:13]1[CH:14]=[C:15]([CH:32]=[C:33]([Cl:36])[C:34]=1[O:35][CH2:1][CH3:2])[C:16]([N:19]1[CH2:23][C:22]([CH3:24])=[C:21]([C:25]2[CH:30]=[CH:29][CH:28]=[CH:27][CH:26]=2)[C:20]1=[O:31])([CH3:18])[CH3:17] |f:1.2|. Reported procedure: 0.6 g (0.004 mol) of ethyl iodide and 0.6 g (0.004 mol) of anhydrous calcium carbonate were added to an acetonitrile solution of 1.2 g (0.003 mol) of 1-(3,5-dichloro-4-hydroxy-α,α-dimethylbenzyl)-4-methyl-3-phenyl-3-pyrrolin-2-one prepared in Example 11, and the mixture was refluxed for about 30 minutes under stirring. After completion of the reaction, the reaction mixture was poured into a large amount of water and extracted with ethyl acetate. The ethyl acetate layer was dried over anhydrous m... Reactants: CCC(N)c1noc(C)n1, CCO, O=C(O)c1ccc(C2CC2)c(OCC2CC2)n1, Cl. The product is CCC(NC(=O)c1ccc(C2CC2)c(OCC2CC2)n1)c1noc(C)n1. Reaction SMILES: [CH2:19]([CH3:20])[CH:21]([NH2:22])[c:23]1[n:24][o:25][c:26]([CH3:28])[n:27]1.[CH3:29][CH2:30][OH:31].[CH:1]1([c:4]2[cH:5][cH:6][c:7]([C:15](=[O:16])[OH:17])[n:8][c:9]2[O:10][CH2:11][CH:12]2[CH2:13][CH2:14]2)[CH2:2][CH2:3]1.[ClH:18]>>[CH:1]1([c:4]2[cH:5][cH:6][c:7]([C:15](=[O:17])[NH:22][CH:21]([CH2:19][CH3:20])[c:23]3[n:24][o:25][c:26]([CH3:28])[n:27]3)[n:8][c:9]2[O:10][CH2:11][CH:12]2[CH2:13][CH2:14]2)[CH2:2][CH2:3]1. Starting materials: NC1=C(C=CC=C1Cl)C(CCl)=O (1-(2-amino-3-chlorophenyl)-2-chloroethanone), [BH4-].[Na+] (NaBH4). Solvent: O1CCOCC1 (1,4-dioxane), O (water). Reaction conditions: time 4 hour. Yields the product ClC=1C=CC=C2C=CNC12 (7-Chloro-1H-indole). RXN SMILES: [NH2:1][C:2]1[C:7]([Cl:8])=[CH:6][CH:5]=[CH:4][C:3]=1[C:9](=O)[CH2:10]Cl.[BH4-].[Na+]>O1CCOCC1.O>[Cl:8][C:7]1[CH:6]=[CH:5][CH:4]=[C:3]2[C:2]=1[NH:1][CH:10]=[CH:9]2 |f:1.2|. Procedure details: Dissolve 1-(2-amino-3-chlorophenyl)-2-chloroethanone (7.0 g, 34.30 mmol) in 10% aqueous 1,4-dioxane (75 mL). Carefully add NaBH4 (2.6 g, 68.6 mmol, 2 eq.) as a solid. Heat to reflux. After 4 hours, cool to room temperature, dilute with water (300 mL), and extract with dichloromethane (2×200 mL). Combine the organic layers, dry over MgSO4, filter, and remove the solvent in vacuo leaving a light brown oil in the flask. Purify the oil by HPLC (silica gel mobile phase: 100% hexane to 50% EtOAc in he... RXN SMILES: [O:1]1[CH2:5][CH2:4][CH2:3][C@H:2]1[C:6]([OH:8])=O.[CH3:9][O:10][N:11](C)[C:12]([C@@H]1C[C@H]1C)=O>>[CH3:9][O:10][N:11]([CH3:12])[C:6]([C@@H:2]1[CH2:3][CH2:4][CH2:5][O:1]1)=[O:8]. Reactants: O1[C@@H](CCC1)C(=O)O ((2S)-Tetrahydrofuran-2-carboxylic acid), CON(C(=O)[C@H]1[C@@H](C1)C)C ((1R,2R)—N-methoxy-N,2-dimethylcyclopropanecarboxamide). The product is CON(C(=O)[C@H]1OCCC1)C ((2S)—N-methoxy-N-methyltetrahydrofuran-2-carboxamide). Procedure details: (2S)-Tetrahydrofuran-2-carboxylic acid was converted to the product using the method described for the synthesis of (1R,2R)—N-methoxy-N,2-dimethylcyclopropanecarboxamide (C79) in Example 20. The resulting product was used in the next step without further purification. Yield: 24.6 g, ≦0.153 mol, ≦90%. The reactants are O=C([O-])[O-], COC(=O)c1cc2c(cc1C)C(NC(=O)OCc1ccccc1)CCS2, [K+], [K+]. Yields the product Cc1cc2c(cc1C(=O)O)SCCC2NC(=O)OCc1ccccc1. RXN SMILES: [C:27](=[O:28])([O-:29])[O-:30].[CH3:1][O:2][C:3](=[O:4])[c:5]1[c:6]([CH3:26])[cH:7][c:8]2[c:13]([cH:14]1)[S:12][CH2:11][CH2:10][CH:9]2[NH:15][C:16](=[O:17])[O:18][CH2:19][c:20]1[cH:21][cH:22][cH:23][cH:24][cH:25]1.[K+:31].[K+:32]>>[O:2]=[C:3]([OH:4])[c:5]1[c:6]([CH3:26])[cH:7][c:8]2[c:13]([cH:14]1)[S:12][CH2:11][CH2:10][CH:9]2[NH:15][C:16](=[O:17])[O:18][CH2:19][c:20]1[cH:21][cH:22][cH:23][cH:24][cH:25]1. Reactants: FC1=CC=C(OC2=NN3C(S2)=NC=C3I)C=C1 (2-(4-Fluoro-phenoxy)-5-iodo-imidazo[2,1-b][1,3,4]thiadiazole), OC1=CC=C(C=C1)B(O)O (4-hydroxyphenylboronic acid), C([O-])([O-])=O.[Cs+].[Cs+] (cesium carbonate), O (water). The reagents and catalysts are C=1C=CC(=CC1)[P](C=2C=CC=CC2)(C=3C=CC=CC3)[Pd]([P](C=4C=CC=CC4)(C=5C=CC=CC5)C=6C=CC=CC6)([P](C=7C=CC=CC7)(C=8C=CC=CC8)C=9C=CC=CC9)[P](C=1C=CC=CC1)(C=1C=CC=CC1)C=1C=CC=CC1 (tetrakis(triphenylphosphine)palladium(0)). The solvent is O1CCOCC1 (1,4-dioxane), ClCCl (dichloromethane). Run at temperature 140 celsius. The product is FC1=CC=C(OC2=NN3C(S2)=NC=C3C3=CC=C(C=C3)O)C=C1 (4-[2-(4-fluoro-phenoxy)-imidazo[2,1-b][1,3,4]thiadiazol-5-yl]-phenol). The yield is 26.9%. RXN SMILES: [F:1][C:2]1[CH:17]=[CH:16][C:5]([O:6][C:7]2[S:11][C:10]3=[N:12][CH:13]=[C:14](I)[N:9]3[N:8]=2)=[CH:4][CH:3]=1.[OH:18][C:19]1[CH:24]=[CH:23][C:22](B(O)O)=[CH:21][CH:20]=1.C(=O)([O-])[O-].[Cs+].[Cs+].O>O1CCOCC1.C1C=CC([P]([Pd]([P](C2C=CC=CC=2)(C2C=CC=CC=2)C2C=CC=CC=2)([P](C2C=CC=CC=2)(C2C=CC=CC=2)C2C=CC=CC=2)[P](C2C=CC=CC=2)(C2C=CC=CC=2)C2C=CC=CC=2)(C2C=CC=CC=2)C2C=CC=CC=2)=CC=1.ClCCl>[F:1][C:2]1[CH:17]=[CH:16][C:5]([O:6][C:7]2[S:11][C:10]3=[N:12][CH:13]=[C:14]([C:22]4[CH:23]=[CH:24][C:19]([OH:18])=[CH:20][CH:21]=4)[N:9]3[N:8]=2)=[CH:4][CH:3]=1 |f:2.3.4,^1:44,46,65,84|. Reported procedure: 2-(4-Fluoro-phenoxy)-5-iodo-imidazo[2,1-b][1,3,4]thiadiazole (0.15 g, 0.42 mmol) was suspended in 1,4-dioxane (1.5 mL) at room temperature and argon was bubbled into the mixture while tetrakis(triphenylphosphine)palladium(0) (48 mg, 0.042 mmol), 4-hydroxyphenylboronic acid (66 mg, 0.48 mmol), cesium carbonate (271 mg, 0.83 mmol) and water (1.5 mL) were added. The mixture was deoxygenated for 10 minutes and heated under microwave irradiation at 140° C. for 20 minutes. On cooling, the mixture was ... Reactants: C=CC(c1cccc(Cl)c1)C(c1ccc(Cl)cc1)N(Cc1ccccc1OC(C)=O)C(C)=O, CCOC(C)=O, Cc1ccccc1, O, Cc1ccccc1S(=O)(=O)O. The product is C=CC(c1cccc(Cl)c1)C(NC(C)=O)c1ccc(Cl)cc1. RXN SMILES: [C:1]([O:2][c:3]1[cH:4][cH:5][cH:6][cH:7][c:8]1[CH2:9][N:12]([C:13]([CH3:14])=[O:15])[CH:16]([CH:17]([CH:18]=[CH2:19])[c:20]1[cH:21][c:22]([Cl:26])[cH:23][cH:24][cH:25]1)[c:27]1[cH:28][cH:29][c:30]([Cl:33])[cH:31][cH:32]1)(=[O:10])[CH3:11].[CH3:46][CH2:47][O:48][C:49](=[O:50])[CH3:51].[CH3:52][c:53]1[cH:54][cH:55][cH:56][cH:57][cH:58]1.[OH2:34].[c:35]1([CH3:36])[c:37]([S:38]([OH:39])(=[O:40])=[O:41])[cH:42][cH:43][cH:44][cH:45]1>>[NH:12]([C:13]([CH3:14])=[O:15])[CH:16]([CH:17]([CH:18]=[CH2:19])[c:20]1[cH:21][c:22]([Cl:26])[cH:23][cH:24][cH:25]1)[c:27]1[cH:28][cH:29][c:30]([Cl:33])[cH:31][cH:32]1.